From a dataset of the Open Reaction Database (ORD), a public repository of structured organic reaction records. describe an organic reaction: reactants, conditions, products, and yield Run in C1CCOC1 (THF). As a reaction SMILES: [CH3:1][O:2][C:3]1[CH:8]=[CH:7][C:6]([C:9]2[CH:10]=[CH:11][C:12]3S[CH2:17][CH2:16][C:15]([C:19]([O:21][CH3:22])=[O:20])=[CH:14][C:13]=3[CH:23]=2)=[CH:5][CH:4]=1.ClC1C=CC=C(C(OO)=O)C=1.[S:35]([O-:39])([O-])(=[O:37])=S.[Na+].[Na+]>C1COCC1>[CH3:1][O:2][C:3]1[CH:4]=[CH:5][C:6]([C:9]2[CH:10]=[CH:11][C:12]3[S:35](=[O:39])(=[O:37])[CH2:17][CH2:16][C:15]([C:19]([O:21][CH3:22])=[O:20])=[CH:14][C:13]=3[CH:23]=2)=[CH:7][CH:8]=1 |f:2.3.4|. Starting materials: ClC1=CC(=CC=C1)C(=O)OO (3-chloroperbenzoic acid), COC1=CC=C(C=C1)C=1C=CC2=C(C=C(CCS2)C(=O)OC)C1 (methyl 7-(4-methoxyphenyl)-2,3-dihydro-1-benzothiepine-4-carboxylate), S(=S)(=O)([O-])[O-].[Na+].[Na+] (sodium thiosulfate). Procedure: To a solution of methyl 7-(4-methoxyphenyl)-2,3-dihydro-1-benzothiepine-4-carboxylate (0.60 g) in THF (10 ml) was added at 0° C. 70% 3-chloroperbenzoic acid (1.0 g), and the mixture was stirred at 0° C. for 30 minutes and then at room temperature for 2 hours. To the mixture was added an aqueous solution of sodium thiosulfate, and the mixture was stirred for a few minutes and extracted with dichloromethane. The organic layer was washed with sodium bicarbonate solution and saturated brine, dried w... Product: COC1=CC=C(C=C1)C=1C=CC2=C(C=C(CCS2(=O)=O)C(=O)OC)C1 (methyl 7-(4-methoxyphenyl)-1,1-dioxo-2,3-dihydro-1-benzothiepine-4-carboxylate). Run at time 2 hour. Starting materials: C(C)(=O)C1C(CC(CC1=O)CCSC1=CC=C(C=C1)C(F)(F)F)=O (2-acetyl-5-[2-(4-trifluoromethylphenylthio)ethyl]cyclohexane-1,3-dione), OO (H2O2), O (water). The solvent is C(C)(=O)O (acetic acid). Reaction conditions: time 1 hour. Product: C(C)(=O)C1C(CC(CC1=O)CCS(=O)C1=CC=C(C=C1)C(F)(F)F)=O (2-acetyl-5-[2-(4-trifluoromethylphenylsulfinyl)ethyl]cyclohexane-1,3-dione). Yield: 76.2%. RXN SMILES: [C:1]([CH:4]1[C:9](=[O:10])[CH2:8][CH:7]([CH2:11][CH2:12][S:13][C:14]2[CH:19]=[CH:18][C:17]([C:20]([F:23])([F:22])[F:21])=[CH:16][CH:15]=2)[CH2:6][C:5]1=[O:24])(=[O:3])[CH3:2].[OH:25]O.O>C(O)(=O)C>[C:1]([CH:4]1[C:9](=[O:10])[CH2:8][CH:7]([CH2:11][CH2:12][S:13]([C:14]2[CH:15]=[CH:16][C:17]([C:20]([F:22])([F:21])[F:23])=[CH:18][CH:19]=2)=[O:25])[CH2:6][C:5]1=[O:24])(=[O:3])[CH3:2]. Procedure details: To a solution of 2.3 g of 2-acetyl-5-[2-(4-trifluoromethylphenylthio)ethyl]cyclohexane-1,3-dione in 10 ml of acetic acid, 1.8 g of 30% H2O2 was dropped under cooling with ice-water bath. After stirring for 1 hour at room temperature, the reaction solution was poured into water and extracted with ethyl acetate. Removal of solvent afforded 1.83 g of 2-acetyl-5-[2-(4-trifluoromethylphenylsulfinyl)ethyl]cyclohexane-1,3-dione. m.p. 99°-100° C. The reactants are S1C(=NC2=C1C=CC=C2)C=2N=C1N(C3=C(NC4=C1C=CC=C4)N=CC=C3)C2C2=CC=C(C=C2)C2(CCC2)NC(OC(C)(C)C)=O (tert-Butyl (1-{4-[2-(1,3-benzothiazol-2-yl)-9H-imidazo[1,2-d]pyrido[2,3-b][1,4]benzodiazepin-3-yl]phenyl}cyclobutyl)carbamate), Cl.O1CCOCC1 (HCl dioxane). The solvent is C(Cl)Cl (DCM). Conditions: time 18 hour. Yields the product Cl.Cl.Cl.S1C(=NC2=C1C=CC=C2)C=2N=C1N(C3=C(NC4=C1C=CC=C4)N=CC=C3)C2C2=CC=C(C=C2)C2(CCC2)N (1-{4-[2-(1,3-Benzothiazol-2-yl)-9H-imidazo[1,2-d]pyrido[2,3-b][1,4]benzodiazepin-3-yl]phenyl}cyclobutanamine trihydrochloride). Yield: 86.4%. Reaction SMILES: [S:1]1[C:5]2[CH:6]=[CH:7][CH:8]=[CH:9][C:4]=2[N:3]=[C:2]1[C:10]1[N:11]=[C:12]2[C:18]3[CH:19]=[CH:20][CH:21]=[CH:22][C:17]=3[NH:16][C:15]3[N:23]=[CH:24][CH:25]=[CH:26][C:14]=3[N:13]2[C:27]=1[C:28]1[CH:33]=[CH:32][C:31]([C:34]2([NH:38]C(=O)OC(C)(C)C)[CH2:37][CH2:36][CH2:35]2)=[CH:30][CH:29]=1.[ClH:46].O1CCOCC1>C(Cl)Cl>[ClH:46].[ClH:46].[ClH:46].[S:1]1[C:5]2[CH:6]=[CH:7][CH:8]=[CH:9][C:4]=2[N:3]=[C:2]1[C:10]1[N:11]=[C:12]2[C:18]3[CH:19]=[CH:20][CH:21]=[CH:22][C:17]=3[NH:16][C:15]3[N:23]=[CH:24][CH:25]=[CH:26][C:14]=3[N:13]2[C:27]=1[C:28]1[CH:29]=[CH:30][C:31]([C:34]2([NH2:38])[CH2:37][CH2:36][CH2:35]2)=[CH:32][CH:33]=1 |f:1.2,4.5.6.7|. Procedure: tert-Butyl (1-{4-[2-(1,3-benzothiazol-2-yl)-9H-imidazo[1,2-d]pyrido[2,3-b][1,4]benzodiazepin-3-yl]phenyl}cyclobutyl)carbamate (24.8 mg, 0.0405 mmol) was dissolved in DCM (1 mL). 4M HCl/dioxane (1 mL) was added to the mixture and stirred at room temperature for 18 hours. The mixture was concentrated and solidified with ether. The precipitated solids were collected by filtration and washed with ether to afford desired product (21.8 mg, 86.4%) as yellow solid. 1HNMR (DMSO-d6) 400 MHz δ: 8.85-8.65 (... Starting materials: O=C([O-])C(O)C(O)C(=O)[O-], C[Al](C)C, CC(C)N, COC(=O)c1ccc(NCc2c(-c3ccc(F)cc3)noc2C)nc1, [K+], [Na+], C1COCCO1. The product is Cc1onc(-c2ccc(F)cc2)c1CNc1ccc(C(=O)NC(C)C)cn1. Reaction SMILES: [C:34]([CH:35]([CH:36]([C:37]([O-:38])=[O:39])[OH:40])[OH:41])([O-:42])=[O:43].[CH3:1][Al:2]([CH3:3])[CH3:4].[CH3:5][CH:6]([CH3:7])[NH2:8].[CH3:9][O:10][C:11]([c:12]1[cH:13][n:14][c:15]([NH:18][CH2:19][c:20]2[c:21](-[c:26]3[cH:27][cH:28][c:29]([F:32])[cH:30][cH:31]3)[n:22][o:23][c:24]2[CH3:25])[cH:16][cH:17]1)=[O:33].[K+:44].[Na+:45].[O:46]1[CH2:47][CH2:48][O:49][CH2:50][CH2:51]1>>[CH3:5][CH:6]([CH3:7])[NH:8][C:11]([c:12]1[cH:13][n:14][c:15]([NH:18][CH2:19][c:20]2[c:21](-[c:26]3[cH:27][cH:28][c:29]([F:32])[cH:30][cH:31]3)[n:22][o:23][c:24]2[CH3:25])[cH:16][cH:17]1)=[O:33]. The reactants are CC=1NC(=C(N1)C)C=1C=C(C(=O)O)C=CC1C (3-(2,4-dimethyl-1H-imidazol-5-yl)-4-methylbenzoic acid), IC1=C(N=C(N1)C1COCC1)C (5-iodo-4-methyl-2-(tetrahydrofuran-3-yl)-1H-imidazole), IC1=C(N=C(N1)C1COCC1)C (5-iodo-4-methyl-2-(tetrahydrofuran-3-yl)-1H-imidazole), IC1=C(N=C(N1)C)C (5-iodo-2,4-dimethyl-1H-imidazole). Product: CC1=C(C=C(C(=O)O)C=C1)C1=C(N=C(N1)C1COCC1)C (4-Methyl-3-(4-methyl-2-(tetrahydrofuran-3-yl)-1H-imidazol-5-yl)benzoic acid). RXN SMILES: [CH3:1][C:2]1[NH:3][C:4]([C:8]2[CH:9]=[C:10]([CH:14]=[CH:15][C:16]=2[CH3:17])[C:11]([OH:13])=[O:12])=[C:5]([CH3:7])[N:6]=1.IC1NC([CH:24]2C[CH2:27][O:26][CH2:25]2)=NC=1C.IC1NC(C)=NC=1C>>[CH3:17][C:16]1[CH:15]=[CH:14][C:10]([C:11]([OH:13])=[O:12])=[CH:9][C:8]=1[C:4]1[NH:3][C:2]([CH:1]2[CH2:24][CH2:25][O:26][CH2:27]2)=[N:6][C:5]=1[CH3:7]. Procedure: The title compound was prepared using standard chemical manipulations and procedures similar to those used for the preparation of compound 5.7, except 5-iodo-4-methyl-2-(tetrahydrofuran-3-yl)-1H-imidazole (compound 171.1) was used in place of 5-iodo-2,4-dimethyl-1H-imidazole (compound 5.5). Solvent: COCCOC (ethylene glycol dimethyl ether), O (water). Conditions: temperature 80 celsius, time 16 hour. Yields the product NC1=C2C(=NC=N1)N(N=C2C2=CC=C(C=C2)NC=2OC1=C(N2)C=C(C=C1C)C)C1CCN(CC1)C (N2-{4-[4-amino-1-(1-methyl-4-piperidyl)-1H-pyrazolo[3,4-d]pyrimidin-3-yl]phenyl}-5,7-dimethyl-1,3-benzoxazol-2-amine). As a reaction SMILES: I[C:2]1[C:10]2[C:5](=[N:6][CH:7]=[N:8][C:9]=2[NH2:11])[N:4]([CH:12]2[CH2:17][CH2:16][N:15]([CH3:18])[CH2:14][CH2:13]2)[N:3]=1.[CH3:19][C:20]1[CH:21]=[C:22]([CH3:45])[C:23]2[O:27][C:26]([NH:28][C:29]3[CH:34]=[CH:33][C:32](B4OC(C)(C)C(C)(C)O4)=[CH:31][CH:30]=3)=[N:25][C:24]=2[CH:44]=1.C(=O)([O-])[O-].[Na+].[Na+]>COCCOC.O.[Pd].C1(P(C2C=CC=CC=2)C2C=CC=CC=2)C=CC=CC=1.C1(P(C2C=CC=CC=2)C2C=CC=CC=2)C=CC=CC=1.C1(P(C2C=CC=CC=2)C2C=CC=CC=2)C=CC=CC=1.C1(P(C2C=CC=CC=2)C2C=CC=CC=2)C=CC=CC=1>[NH2:11][C:9]1[N:8]=[CH:7][N:6]=[C:5]2[N:4]([CH:12]3[CH2:17][CH2:16][N:15]([CH3:18])[CH2:14][CH2:13]3)[N:3]=[C:2]([C:32]3[CH:31]=[CH:30][C:29]([NH:28][C:26]4[O:27][C:23]5[C:22]([CH3:45])=[CH:21][C:20]([CH3:19])=[CH:44][C:24]=5[N:25]=4)=[CH:34][CH:33]=3)[C:10]=12 |f:2.3.4,7.8.9.10.11|. The reagents and catalysts are C=1C=CC(=CC1)[P](C=2C=CC=CC2)(C=3C=CC=CC3)[Pd]([P](C=4C=CC=CC4)(C=5C=CC=CC5)C=6C=CC=CC6)([P](C=7C=CC=CC7)(C=8C=CC=CC8)C=9C=CC=CC9)[P](C=1C=CC=CC1)(C=1C=CC=CC1)C=1C=CC=CC1 (tetrakis(triphenylphosphine)palladium), [Pd].C1(=CC=CC=C1)P(C1=CC=CC=C1)C1=CC=CC=C1.C1(=CC=CC=C1)P(C1=CC=CC=C1)C1=CC=CC=C1.C1(=CC=CC=C1)P(C1=CC=CC=C1)C1=CC=CC=C1.C1(=CC=CC=C1)P(C1=CC=CC=C1)C1=CC=CC=C1 (tetrakis(triphenylphosphine)-palladium). Procedure details: A mixture of 3-iodo-1-(1-methyl-4-piperidyl)-1H-pyrazolo[3,4-d]pyrimidin-4-amine (0.2 g, 0.00056 mol), N-(5,7-dimethyl-1,3-benzoxazol-2-yl)-N-[4-(4,4,5,5-tetramethyl-1,3,2-dioxaborolan-2-yl)phenyl]amine (0.2 g, 0.00056 mol), tetrakis(triphenylphosphine)-palladium (0.032 g, 0.000028 mol) and sodium carbonate (0.15 g, 0.0014 mol) in ethylene glycol dimethyl ether (20 mL) and water (5 mL) was heated at 80° C. for 3 hours under an atmosphere of nitrogen. Additional N-(5,7-dimethyl-1,3-benzoxazol-2-y... Starting materials: CC=1C=C(C2=C(N=C(O2)NC2=CC=C(C=C2)B2OC(C(O2)(C)C)(C)C)C1)C (N-(5,7-dimethyl-1,3-benzoxazol-2-yl)-N-[4-(4,4,5,5-tetramethyl-1,3,2-dioxaborolan-2-yl)phenyl]amine), IC1=NN(C2=NC=NC(=C21)N)C2CCN(CC2)C (3-iodo-1-(1-methyl-4-piperidyl)-1H-pyrazolo[3,4-d]pyrimidin-4-amine), CC=1C=C(C2=C(N=C(O2)NC2=CC=C(C=C2)B2OC(C(O2)(C)C)(C)C)C1)C (N-(5,7-dimethyl-1,3-benzoxazol-2-yl)-N-[4-(4,4,5,5-tetramethyl-1,3,2-dioxaborolan-2-yl)phenyl]amine), C([O-])([O-])=O.[Na+].[Na+] (sodium carbonate). Yield: 60.7%. Reactants: ClC1=CC=C(C=C1)C1=NN=C(O1)C=1C=C(C(=CC1)N)N (4-[5-(4-Chloro-phenyl)-[1,3,4]oxadiazol-2-yl]-benzene-1,2-diamine), C(C)(C)(C)OC(CCC1=CC(=C(C(=C1)Cl)C=O)Cl)=O (3-(3,5-Dichloro-4-formyl-phenyl)-propionic acid tert-butyl ester), FeCl3. The solvent is CS(=O)C (DMSO). Run at time 72 hour. The product is C(C)(C)(C)OC(CCC1=CC(=C(C(=C1)Cl)C1=NC2=C(N1)C=C(C=C2)C=2OC(=NN2)C2=CC=C(C=C2)Cl)Cl)=O (3-(3,5-Dichloro-4-{6-[5-(4-chloro-phenyl)-[1,3,4]oxadiazol-2-yl]-1H-benzoimidazol-2-yl}-phenyl)-propionic acid tert-butyl ester). Reaction SMILES: [Cl:1][C:2]1[CH:7]=[CH:6][C:5]([C:8]2[O:12][C:11]([C:13]3[CH:14]=[C:15]([NH2:20])[C:16]([NH2:19])=[CH:17][CH:18]=3)=[N:10][N:9]=2)=[CH:4][CH:3]=1.[C:21]([O:25][C:26](=[O:39])[CH2:27][CH2:28][C:29]1[CH:34]=[C:33]([Cl:35])[C:32]([CH:36]=O)=[C:31]([Cl:38])[CH:30]=1)([CH3:24])([CH3:23])[CH3:22]>CS(C)=O>[C:21]([O:25][C:26](=[O:39])[CH2:27][CH2:28][C:29]1[CH:34]=[C:33]([Cl:35])[C:32]([C:36]2[NH:20][C:15]3[CH:14]=[C:13]([C:11]4[O:12][C:8]([C:5]5[CH:4]=[CH:3][C:2]([Cl:1])=[CH:7][CH:6]=5)=[N:9][N:10]=4)[CH:18]=[CH:17][C:16]=3[N:19]=2)=[C:31]([Cl:38])[CH:30]=1)([CH3:24])([CH3:22])[CH3:23]. Procedure details: To a 20 ml scint. vial was added 0.3783 g (1.32 mmol) 4-[5-(4-Chloro-phenyl)-[1,3,4]oxadiazol-2-yl]-benzene-1,2-diamine, 0.4000 g (1.32 mmol) of 3-(3,5-Dichloro-4-formyl-phenyl)-propionic acid tert-butyl ester (step A), and 6 mL of DMSO. To this dark brown solution was added 0.0321 g (0.198 mmol) of FeCl3. Allowed to stir open to air for 72 h. Extracted with EtOAc, and washed with water, brine and dried with Na2SO4. Purified on silica gel (ACN/DCM, 1:9 to 4:6) to give the title compound. 1H NMR ... Starting materials: CCO, O=CN(C=O)CC(=O)c1ccc(Cl)s1, [K+], C1CCOC1, [OH-]. Product: O=CNCC(=O)c1ccc(Cl)s1. RXN SMILES: [CH3:17][CH2:18][OH:19].[Cl:1][c:2]1[s:3][c:4]([C:7]([CH2:8][N:9]([CH:10]=[O:11])[CH:12]=[O:13])=[O:14])[cH:5][cH:6]1.[K+:16].[O:20]1[CH2:21][CH2:22][CH2:23][CH2:24]1.[OH-:15]>>[Cl:1][c:2]1[s:3][c:4]([C:7]([CH2:8][NH:9][CH:10]=[O:11])=[O:14])[cH:5][cH:6]1. The reactants are CCN=C=NCCCN(C)C, CCN1CCOCC1, CN1C(=O)N(c2ncccn2)CC1C(=O)O, CN(C)C=O, NCc1cccc(C(F)(F)F)c1Cl, ClCCl, Cl, O, On1nnc2ccccc21. Product: CN1C(=O)N(c2ncccn2)CC1C(=O)NCc1cccc(C(F)(F)F)c1Cl. As a reaction SMILES: [CH2:29]([N:30]=[C:31]=[N:32][CH2:33][CH2:34][CH2:35][N:36]([CH3:37])[CH3:38])[CH3:39].[CH2:40]([N:41]1[CH2:42][CH2:43][O:44][CH2:45][CH2:46]1)[CH3:47].[CH3:1][N:2]1[C:3](=[O:16])[N:4]([c:10]2[n:11][cH:12][cH:13][cH:14][n:15]2)[CH2:5][CH:6]1[C:7](=[O:8])[OH:9].[CH3:64][N:65]([CH3:66])[CH:67]=[O:68].[Cl:48][c:49]1[c:50]([CH2:59][NH2:60])[cH:51][cH:52][cH:53][c:54]1[C:55]([F:56])([F:57])[F:58].[Cl:61][CH2:62][Cl:63].[ClH:28].[OH2:17].[OH:18][n:19]1[c:20]2[cH:21][cH:22][cH:23][cH:24][c:25]2[n:26][n:27]1>>[CH3:1][N:2]1[C:3](=[O:16])[N:4]([c:10]2[n:11][cH:12][cH:13][cH:14][n:15]2)[CH2:5][CH:6]1[C:7](=[O:9])[NH:60][CH2:59][c:50]1[c:49]([Cl:48])[c:54]([C:55]([F:56])([F:57])[F:58])[cH:53][cH:52][cH:51]1.